From a dataset of the Open Reaction Database (ORD), a public repository of structured organic reaction records. describe an organic reaction: reactants, conditions, products, and yield Starting materials: C[N+](=O)[O-], NC(=O)c1ccc(NC=C(S(=O)(=O)c2ccccc2)S(=O)(=O)c2ccccc2)nc1. Product: NC(=O)c1ccc(N)nc1. RXN SMILES: [N+:31]([CH3:32])([O-:33])=[O:34].[c:1]1([S:2]([C:3]([S:4]([c:5]2[cH:6][cH:7][cH:8][cH:9][cH:10]2)(=[O:11])=[O:22])=[CH:23][NH:12][c:13]2[n:14][cH:15][c:16]([C:19]([NH2:20])=[O:21])[cH:17][cH:18]2)(=[O:24])=[O:25])[cH:26][cH:27][cH:28][cH:29][cH:30]1>>[NH2:12][c:13]1[n:14][cH:15][c:16]([C:19]([NH2:20])=[O:21])[cH:17][cH:18]1. The product is COc1cc(N2CCN(C(=O)Cn3nc(-c4ncc[nH]4)c4cccnc43)C(C)C2)c(F)cc1Cl. As a reaction SMILES: [Cl:3][c:4]1[cH:5][c:6]([F:19])[c:7]([N:12]2[CH2:13][CH:14]([CH3:18])[NH:15][CH2:16][CH2:17]2)[cH:8][c:9]1[O:10][CH3:11].[ClH:1].[ClH:2].[nH:20]1[c:21](-[c:25]2[n:26][n:27]([CH2:34][C:35](=[O:36])[OH:37])[c:28]3[n:29][cH:30][cH:31][cH:32][c:33]23)[n:22][cH:23][cH:24]1>>[Cl:3][c:4]1[cH:5][c:6]([F:19])[c:7]([N:12]2[CH2:13][CH:14]([CH3:18])[N:15]([C:35]([CH2:34][n:27]3[n:26][c:25](-[c:21]4[nH:20][cH:24][cH:23][n:22]4)[c:33]4[c:28]3[n:29][cH:30][cH:31][cH:32]4)=[O:36])[CH2:16][CH2:17]2)[cH:8][c:9]1[O:10][CH3:11]. Starting materials: COc1cc(N2CCNC(C)C2)c(F)cc1Cl, Cl, Cl, O=C(O)Cn1nc(-c2ncc[nH]2)c2cccnc21. Starting materials: 4-CH3O2CC6H4, CCC(CC(CC)=O)=O (3,5-heptanedione), C(C)C(CCI)=CCCC1=CC=C(C=C1)C(=O)OC (3-ethyl-6-(4-carbomethoxyphenyl)-3-hexenyl iodide), [Li] (lithium). Run in CN(C=O)C (dimethylformamide). Yields the product C(C)C(CCC(C(CC)=O)C(CC)=O)=CCCC1=CC=C(C=C1)C(=O)OC (4-[3-Ethyl-6-(4-carbomethoxyphenyl)-3-hexenyl]-3,5-heptanedione). As a reaction SMILES: [CH2:1]([C:3](=[CH:7][CH2:8][CH2:9][C:10]1[CH:15]=[CH:14][C:13]([C:16]([O:18][CH3:19])=[O:17])=[CH:12][CH:11]=1)[CH2:4][CH2:5]I)[CH3:2].[Li].[CH3:21][CH2:22][C:23](=[O:29])[CH2:24][C:25](=[O:28])[CH2:26][CH3:27]>CN(C)C=O>[CH2:1]([C:3](=[CH:7][CH2:8][CH2:9][C:10]1[CH:15]=[CH:14][C:13]([C:16]([O:18][CH3:19])=[O:17])=[CH:12][CH:11]=1)[CH2:4][CH2:5][CH:24]([C:23](=[O:29])[CH2:22][CH3:21])[C:25](=[O:28])[CH2:26][CH3:27])[CH3:2] |^1:19|. Procedure details: [I; Ar is 4-CH3O2CC6H4, R0 is H, R' and R" are CH3CH2CO, Y is C(C2H5)=CHCH2CH2 ] was prepared from 14 g. of 3-ethyl-6-(4-carbomethoxyphenyl)-3-hexenyl iodide (Preparation D10) and 14 g. of the lithium salt of 3,5-heptanedione in 200 ml. of dimethylformamide according to the procedure described above in Example 2. The product was chromatographed on silica gel and eluted with the pentane-benzene-ether solvent series. Benzene containing 2% ether brought out the desired product, 2.6 g. of 4-[3-ethyl... The reactants are O=C([O-])[O-], COC(=O)c1c[nH]c2ccccc12, CN(C)C=O, CCOC(C)=O, CC(C)OC(C)C, FC(F)(F)c1ccc2c(Cl)ccnc2c1, [K+], [K+], O. Yields the product COC(=O)c1cn(-c2ccnc3cc(C(F)(F)F)ccc23)c2ccccc12. Reaction SMILES: [C:1](=[O:2])([O-:3])[O-:4].[CH3:22][O:23][C:24](=[O:25])[c:26]1[cH:27][nH:28][c:29]2[cH:30][cH:31][cH:32][cH:33][c:34]12.[CH3:35][N:36]([CH3:37])[CH:38]=[O:39].[CH3:40][CH2:41][O:42][C:43](=[O:44])[CH3:45].[CH:47]([O:48][CH:49]([CH3:50])[CH3:51])([CH3:52])[CH3:53].[Cl:7][c:8]1[cH:9][cH:10][n:11][c:12]2[cH:13][c:14]([C:18]([F:19])([F:20])[F:21])[cH:15][cH:16][c:17]12.[K+:5].[K+:6].[OH2:46]>>[c:8]1(-[n:28]2[cH:27][c:26]([C:24]([O:23][CH3:22])=[O:25])[c:34]3[c:29]2[cH:30][cH:31][cH:32][cH:33]3)[cH:9][cH:10][n:11][c:12]2[cH:13][c:14]([C:18]([F:19])([F:20])[F:21])[cH:15][cH:16][c:17]12. Starting materials: ClC1=CC(=NC(=C1Cl)C1=CC=C(C=C1)Cl)C(=O)OC(C)C (isopropyl 4,5-dichloro-6-(4-chlorophenyl)picolinate), C(C)(C)O (isopropyl alcohol), [OH-].[K+] (potassium hydroxide). The solvent is O (water). Reaction conditions: temperature 40 celsius. The product is ClC1=CC(=NC(=C1Cl)C1=CC=C(C=C1)Cl)C(=O)O (4,5-dichloro-6-(4-chlorophenyl)picolinic acid). Isolated yield 109.2%. RXN SMILES: [Cl:1][C:2]1[C:7]([Cl:8])=[C:6]([C:9]2[CH:14]=[CH:13][C:12]([Cl:15])=[CH:11][CH:10]=2)[N:5]=[C:4]([C:16]([O:18]C(C)C)=[O:17])[CH:3]=1.C(O)(C)C.[OH-].[K+]>O>[Cl:1][C:2]1[C:7]([Cl:8])=[C:6]([C:9]2[CH:10]=[CH:11][C:12]([Cl:15])=[CH:13][CH:14]=2)[N:5]=[C:4]([C:16]([OH:18])=[O:17])[CH:3]=1 |f:2.3|. Procedure details: To a 125 mL 3-neck round bottom flask fitted with a condenser, nitrogen inlet, overhead stirrer, thermometer and heating mantle was charged isopropyl 4,5-dichloro-6-(4-chlorophenyl)picolinate (7.6 g, 22.1 mmol) and isopropyl alcohol (70 mL). Reaction mixture was heated to 40° C. and potassium hydroxide (85%, 5.1 g, 77.4 mmol) and water (5 mL) were added. Solids precipitated from the mixture, and it became difficult to stir. The mixture was diluted with water (250 mL) to dissolve most of the soli...